This data is from the Open Reaction Database (ORD), a public repository of structured organic reaction records. The task is: describe an organic reaction: reactants, conditions, products, and yield Starting materials: C1CCOC1, COC(=O)C1CN(c2ncccn2)C(=O)N1C, Cl, [Li+], [OH-], O. As a reaction SMILES: [CH2:21]1[O:22][CH2:23][CH2:24][CH2:25]1.[CH3:1][N:2]1[C:3](=[O:17])[N:4]([c:11]2[n:12][cH:13][cH:14][cH:15][n:16]2)[CH2:5][CH:6]1[C:7](=[O:8])[O:9][CH3:10].[ClH:20].[Li+:18].[OH-:19].[OH2:26]>>[CH3:1][N:2]1[C:3](=[O:17])[N:4]([c:11]2[n:12][cH:13][cH:14][cH:15][n:16]2)[CH2:5][CH:6]1[C:7](=[O:8])[OH:9]. Product: CN1C(=O)N(c2ncccn2)CC1C(=O)O. The reactants are C(C)(=O)OCC1=C2C=CNC2=CC=C1 (4-Acetoxymethylindole), C(C)OC(C(C(COC)O)[N+](=O)[O-])=O (3-hydroxy-2-nitro-5-oxa-hexanoic acid ethyl ester). Run in C1(=CC=CC=C1)C (toluene), C(C)(=O)O (acetic acid). Yields the product C(C)OC(C(C(COC)C1=CNC2=CC=CC(=C12)COC(C)=O)[N+](=O)[O-])=O (3-(4-Acetoxymethylindol-3-yl)-4-methoxy-2-nitrobutyric acid ethyl ester). Reaction SMILES: [C:1]([O:4][CH2:5][C:6]1[CH:14]=[CH:13][CH:12]=[C:11]2[C:7]=1[CH:8]=[CH:9][NH:10]2)(=[O:3])[CH3:2].[CH2:15]([O:17][C:18](=[O:28])[CH:19]([N+:25]([O-:27])=[O:26])[CH:20](O)[CH2:21][O:22][CH3:23])[CH3:16]>C1(C)C=CC=CC=1.C(O)(=O)C>[CH2:15]([O:17][C:18](=[O:28])[CH:19]([N+:25]([O-:27])=[O:26])[CH:20]([C:8]1[C:7]2[C:11](=[CH:12][CH:13]=[CH:14][C:6]=2[CH2:5][O:4][C:1](=[O:3])[CH3:2])[NH:10][CH:9]=1)[CH2:21][O:22][CH3:23])[CH3:16]. Reported procedure: 4-Acetoxymethylindole (189 g) is dissolved in a mixture of toluene (6 l) and acetic acid (0.7 l). To this solution is added 3-hydroxy-2-nitro-5-oxa-hexanoic acid ethyl ester (570 ml). The flask containing the mixture is evacuated by means of a water jet pump. Then balancing to normal pressure is brought about by argon. Evacuation and pressure balancing are repeated four times. Then the reaction mixture is refluxed for two hours in a water-free argon atmosphere. After concentrating to 2 l the sol...